Dataset: the Open Reaction Database (ORD), a public repository of structured organic reaction records. Task: describe an organic reaction: reactants, conditions, products, and yield Reactants: O1C(=CC=C1)C=1N=C(SC1)C(=O)NC1C(CCCC1)=O (4-(2-furyl)-N-(2-oxocyclohexyl)thiazole-2-carboxamide), FC(C(=O)[O-])(F)F.[NH4+] (ammonium trifluoroacetate), O (water). Run in C(C)(=O)OCC (ethyl acetate). Yields the product O1C(=CC=C1)C=1N=C(SC1)C1=NC2=C(N1)CCCC2 (2-[4-(2-Furyl)thiazol-2-yl]-4,5,6,7-tetrahydro-1H-benzimidazole). Reported procedure: 4-(2-Furyl)-N-(2-oxocyclohexyl)thiazole-2-carboxamide (239 mg, 0.823 mmol) obtained in Step 2 and ammonium trifluoroacetate (1.00 g, 7.63 mmol) were stirred at 140° C. for 2 hours, and water and ethyl acetate were added thereto, then the mixture was extracted. The organic layer was washed with brine and dried over anhydrous magnesium sulfate. The solvent was then evaporated under reduced pressure, and the resulting residue was purified by silica gel column chromatography (hexane:ethyl acetate=1:... Isolated yield 28.2%. RXN SMILES: [O:1]1[CH:5]=[CH:4][CH:3]=[C:2]1[C:6]1[N:7]=[C:8]([C:11]([NH:13][CH:14]2[CH2:19][CH2:18][CH2:17][CH2:16][C:15]2=O)=O)[S:9][CH:10]=1.FC(F)(F)C([O-])=O.[NH4+:28].O>C(OCC)(=O)C>[O:1]1[CH:5]=[CH:4][CH:3]=[C:2]1[C:6]1[N:7]=[C:8]([C:11]2[NH:28][C:15]3[CH2:16][CH2:17][CH2:18][CH2:19][C:14]=3[N:13]=2)[S:9][CH:10]=1 |f:1.2|. Starting materials: ClC1=C(C=C(C=2N=C(NC21)C(F)F)[N+](=O)[O-])C#N (4-Chloro-7-nitro-5-cyano-2-difluoromethylbenzimidazole), [Na] (sodium), C(C=C)O (allyl alcohol). Yields the product C(C=C)OC1=C(C=C(C=2N=C(NC21)C(F)F)[N+](=O)[O-])C#N (4-allyloxy-7-nitro-5-cyano-2-difluoromethylbenzimidazole). RXN SMILES: Cl[C:2]1[C:10]2[NH:9][C:8]([CH:11]([F:13])[F:12])=[N:7][C:6]=2[C:5]([N+:14]([O-:16])=[O:15])=[CH:4][C:3]=1[C:17]#[N:18].[Na].[CH2:20]([OH:23])[CH:21]=[CH2:22]>>[CH2:20]([O:23][C:2]1[C:10]2[NH:9][C:8]([CH:11]([F:13])[F:12])=[N:7][C:6]=2[C:5]([N+:14]([O-:16])=[O:15])=[CH:4][C:3]=1[C:17]#[N:18])[CH:21]=[CH2:22] |^1:18|. Procedure details: 4-Chloro-7-nitro-5-cyano-2-difluoromethylbenzimidazole is reacted with the sodium salt of allyl alcohol to obtain 4-allyloxy-7-nitro-5-cyano-2-difluoromethylbenzimidazole, m.w., 294.2. Starting materials: S1C=CC2=C1CCNCC2O (5,6,7,8-tetrahydro-4H-thieno[2,3-d]azepin-4-ol), BrC=1C(=C(C=CC1)F)Cl (3-bromo-2-chloro-1-fluorobenzene). Product: Cl.BrC=1C(=C(C=CC1)OC1C2=C(CCNC1)SC=C2)Cl (4-(3-Bromo-2-chlorophenyloxy)-5,6,7,8-tetrahydro-4H-thieno[2,3-d]azepine hydrochloride). As a reaction SMILES: [S:1]1[C:5]2[CH2:6][CH2:7][NH:8][CH2:9][CH:10]([OH:11])[C:4]=2[CH:3]=[CH:2]1.[Br:12][C:13]1[C:14]([Cl:20])=[C:15](F)[CH:16]=[CH:17][CH:18]=1>>[ClH:20].[Br:12][C:13]1[C:14]([Cl:20])=[C:15]([O:11][CH:10]2[CH2:9][NH:8][CH2:7][CH2:6][C:5]3[S:1][CH:2]=[CH:3][C:4]2=3)[CH:16]=[CH:17][CH:18]=1 |f:2.3|. Procedure: The same method as in Example 3 was conducted using 5,6,7,8-tetrahydro-4H-thieno[2,3-d]azepin-4-ol (Reference Example 29) instead of 6-methyl-4,5,6,7-tetrahydrothieno[2,3-c]pyridin-4-ol (Reference Example 6) and was conducted using 3-bromo-2-chloro-1-fluorobenzene instead of 1,3-difluorobenzene to give the objective compound. Starting materials: O.Cl.N[C@@H](CS)C(=O)O (L-cysteine hydrochloride monohydrate), [OH-].[Na+] (sodium hydroxide), tetrohydrofuran solution, C(C1=CC=CC=C1)OC(=O)N1CCC(CC1)CCI (2-(1-benzyloxycarbonyl-4-piperidyl)ethyl iodide). The solvent is C(C)O (ethanol). Conditions: time 1.5 hour. The product is C(C1=CC=CC=C1)OC(=O)N1CCC(CC1)CCSC[C@H](N)C(=O)O (S-[2-(1-benzyloxycarbonyl-4-piperidyl)ethyl]-L-cysteine). Yield: 68.2%. Reaction SMILES: O.Cl.[NH2:3][C@H:4]([C:7]([OH:9])=[O:8])[CH2:5][SH:6].[OH-].[Na+].[CH2:12]([O:19][C:20]([N:22]1[CH2:27][CH2:26][CH:25]([CH2:28][CH2:29]I)[CH2:24][CH2:23]1)=[O:21])[C:13]1[CH:18]=[CH:17][CH:16]=[CH:15][CH:14]=1>C(O)C>[CH2:12]([O:19][C:20]([N:22]1[CH2:27][CH2:26][CH:25]([CH2:28][CH2:29][S:6][CH2:5][C@@H:4]([C:7]([OH:9])=[O:8])[NH2:3])[CH2:24][CH2:23]1)=[O:21])[C:13]1[CH:14]=[CH:15][CH:16]=[CH:17][CH:18]=1 |f:0.1.2,3.4|. Procedure details: In a nitrogen gas flow, 562 mg of L-cysteine hydrochloride monohydrate is dissolved in an aqueous solution of 2N sodium hydroxide. To the resulting solution, 5 ml of a tetrohydrofuran solution containing 1.2 g of 2-(1-benzyloxycarbonyl-4-piperidyl)ethyl iodide is added, and stirred for 1.5 hours at room temperature. Then, 3 ml of ethanol is further added, and stirred for 2 hours. The reaction solvent is distilled off under reduced pressure. To the residue, water and ether are added, and the mixt... RXN SMILES: [Br:12][C:13]([C:14](=[O:15])[O:16][CH2:17][CH3:18])([CH3:19])[CH3:20].[CH2:1]([c:2]1[cH:3][cH:4][cH:5][cH:6][cH:7]1)[O:8][CH2:9][CH2:10][NH2:11].[CH3:21][N:22]1[CH2:23][CH2:24][CH2:25][C:26]1=[O:27].[OH2:28]>>[CH2:1]([c:2]1[cH:3][cH:4][cH:5][cH:6][cH:7]1)[O:8][CH2:9][CH2:10][NH:11][C:13]([C:14](=[O:15])[O:16][CH2:17][CH3:18])([CH3:19])[CH3:20]. The reactants are CCOC(=O)C(C)(C)Br, NCCOCc1ccccc1, CN1CCCC1=O, O. The product is CCOC(=O)C(C)(C)NCCOCc1ccccc1.